The task is: describe an organic reaction: reactants, conditions, products, and yield. This data is from the Open Reaction Database (ORD), a public repository of structured organic reaction records. The reactants are O=C([O-])[O-], COc1cccc(OC2CCN(C)CC2c2ccccc2)c1, CCOC(=O)Cl, [K+], [K+], c1ccccc1. Yields the product CCOC(=O)N1CCC(Oc2cccc(OC)c2)C(c2ccccc2)C1. Reaction SMILES: [C:23](=[O:24])([O-:25])[O-:26].[CH3:1][O:2][c:3]1[cH:4][c:5]([O:6][CH:7]2[CH:8]([c:14]3[cH:15][cH:16][cH:17][cH:18][cH:19]3)[CH2:9][N:10]([CH3:13])[CH2:11][CH2:12]2)[cH:20][cH:21][cH:22]1.[Cl:29][C:30](=[O:31])[O:32][CH2:33][CH3:34].[K+:27].[K+:28].[cH:35]1[cH:36][cH:37][cH:38][cH:39][cH:40]1>>[CH3:1][O:2][c:3]1[cH:4][c:5]([O:6][CH:7]2[CH:8]([c:14]3[cH:15][cH:16][cH:17][cH:18][cH:19]3)[CH2:9][N:10]([C:30](=[O:31])[O:32][CH2:33][CH3:34])[CH2:11][CH2:12]2)[cH:20][cH:21][cH:22]1. Reactants: CSC1=CC=C(C=C1)SC=1C=C2CCNC2=CC1 (5-(4-methylsulphanylphenylsulphanyl)indoline), C(C(=O)Cl)(=O)Cl (Oxalyl chloride), O[C@](C(=O)O)(C(F)(F)F)C ((R)-(+)-2-hydroxy-2-methyl-3,3,3-trifluoropropanoic acid). Reagents/catalysts: CN(C)C=O (DMF). The solvent is C(Cl)Cl (DCM), C(Cl)Cl (DCM). Reaction conditions: time 18 hour. Product: CSC1=CC=C(C=C1)SC=1C=C2CCN(C2=CC1)C([C@@](C(F)(F)F)(C)O)=O ((R)-[5-(4-Methylsulphanylphenylsulphanyl)-1-(3,3,3-trifluoro-2-hydroxy-2-methylpropionyl)indoline]). Yield: 62.2%. As a reaction SMILES: C(Cl)(=O)C(Cl)=O.[OH:7][C@@:8]([CH3:16])([C:12]([F:15])([F:14])[F:13])[C:9](O)=[O:10].[CH3:17][S:18][C:19]1[CH:24]=[CH:23][C:22]([S:25][C:26]2[CH:27]=[C:28]3[C:32](=[CH:33][CH:34]=2)[NH:31][CH2:30][CH2:29]3)=[CH:21][CH:20]=1>C(Cl)Cl.CN(C=O)C>[CH3:17][S:18][C:19]1[CH:20]=[CH:21][C:22]([S:25][C:26]2[CH:27]=[C:28]3[C:32](=[CH:33][CH:34]=2)[N:31]([C:9](=[O:10])[C@:8]([OH:7])([CH3:16])[C:12]([F:15])([F:14])[F:13])[CH2:30][CH2:29]3)=[CH:23][CH:24]=1. Procedure: Oxalyl chloride (0.35 ml, 4.0 mmol) was added to a stirred suspension of (R)-(+)-2-hydroxy-2-methyl-3,3,3-trifluoropropanoic acid (0.58 g, 3.7 mmol) (Method A) in DCM (10 ml) containing DMF (1 drop). The mixture was stirred at ambient temperature for 18 hours and was then added to a solution of 5-(4-methylsulphanylphenylsulphanyl)indoline (1.03 g) (Method B) and 2,6-diphenylyridine (0.84 g, 3.64 mmol) in DCM (20 ml). The mixture was stirred for 16 hours, volatile material was removed by evaporat... The reactants are C(C)(C)(C)OC(NC1CN(C2=CC=C(C=C2C1)Br)CC1=CC=CC=C1)=O ((1-Benzyl-6-bromo-1,2,3,4-tetrahydroquinolin-3-yl)-carbamic acid tert-butyl ester), N#N (N2), FC1=CC=C(C=C1)B(O)O (4-fluorophenyl-boronic acid), C(=O)([O-])[O-].[K+].[K+] (K2CO3). Run in CO (MeOH), C1CCOC1 (THF). Run at temperature 60 celsius. Product: C(C1=CC=CC=C1)N1CC(CC2=CC(=CC=C12)C1=CC=C(C=C1)F)NC(OC(C)(C)C)=O (tert-Butyl 1-benzyl-6-(4-fluorophenyl)-1,2,3,4-tetrahydroquinolin-3-ylcarbamate). Isolated yield 53.6%. RXN SMILES: [C:1]([O:5][C:6](=[O:26])[NH:7][CH:8]1[CH2:17][C:16]2[C:11](=[CH:12][CH:13]=[C:14](Br)[CH:15]=2)[N:10]([CH2:19][C:20]2[CH:25]=[CH:24][CH:23]=[CH:22][CH:21]=2)[CH2:9]1)([CH3:4])([CH3:3])[CH3:2].[F:27][C:28]1[CH:33]=[CH:32][C:31](B(O)O)=[CH:30][CH:29]=1.C([O-])([O-])=O.[K+].[K+].N#N>CO.C1COCC1>[CH2:19]([N:10]1[C:11]2[C:16](=[CH:15][C:14]([C:31]3[CH:32]=[CH:33][C:28]([F:27])=[CH:29][CH:30]=3)=[CH:13][CH:12]=2)[CH2:17][CH:8]([NH:7][C:6](=[O:26])[O:5][C:1]([CH3:4])([CH3:3])[CH3:2])[CH2:9]1)[C:20]1[CH:25]=[CH:24][CH:23]=[CH:22][CH:21]=1 |f:2.3.4|. Procedure details: (1-Benzyl-6-bromo-1,2,3,4-tetrahydroquinolin-3-yl)-carbamic acid tert-butyl ester (2.00 g, 4.79 mmol), prepared as described in Example 29A, 4-fluorophenyl-boronic acid (2.01 g, 14.37 mmol) and K2CO3 (2.65 g, 19.16 mmol) in a mixed solvent of THF (50 mL) and MeOH (25 mL) were stirred at RT for 30 min while N2 was allowed to bubble through the mixture, and then PXPd (258 mg, 0.48 mmol) was added. The reaction mixture was heated at 60° C. under N2 for 3 h. After cooling to RT, the solvent was stri... Reaction SMILES: C([N:9]1[CH2:14][CH2:13][C@@H:12]([CH2:15][CH2:16][CH2:17][C:18]2[C:27]3[C:22](=[CH:23][CH:24]=[C:25]([O:28][CH3:29])[CH:26]=3)[N:21]=[CH:20][CH:19]=2)[C@@H:11]([C:30]([OH:32])=[O:31])[CH2:10]1)(=O)C1C=CC=CC=1.[ClH:33]>>[ClH:33].[CH3:29][O:28][C:25]1[CH:26]=[C:27]2[C:22](=[CH:23][CH:24]=1)[N:21]=[CH:20][CH:19]=[C:18]2[CH2:17][CH2:16][CH2:15][C@@H:12]1[CH2:13][CH2:14][NH:9][CH2:10][C@@H:11]1[C:30]([OH:32])=[O:31] |f:2.3|. The reactants are C(C1=CC=CC=C1)(=O)N1C[C@@H]([C@@H](CC1)CCCC1=CC=NC2=CC=C(C=C12)OC)C(=O)O ((3R,4R)-1-benzoyl-4-[3-(6-methoxyquinolin-4-yl)propyl]piperidine-3-carboxylic acid), Cl (hydrochloric acid). Procedure details: 8.8 g of (3R,4R)-1-benzoyl-4-[3-(6-methoxyquinolin-4-yl)propyl]piperidine-3-carboxylic acid were heated, with stirring, in 200 cm3 of 5N aqueous hydrochloric acid at a temperature in the region of 100° C. for 48 hours. The reaction mixture was concentrated under reduced pressure (5 kPa) at a temperature in the region of 50° C. The residue was taken up in 100 cm3 of acetone. The mixture was concentrated under reduced pressure (5 kPa) at a temperature in the region of 60° C. This operation was rep... Product: Cl.COC=1C=C2C(=CC=NC2=CC1)CCC[C@H]1[C@H](CNCC1)C(=O)O ((3R,4R)-4-[3-(6-methoxyquinolin4-yl)propyl]piperidine-3-carboxylic acid hydrochloride). The reactants are C(CC)C1=C(OCCCOC2=C(C3=C(C(CC(O3)(CCC(=O)OCC)CCC(=O)OCC)=O)C=C2)CCC)C=CC=C1 (diethyl 3,4-dihydro-7-[3-(2-propylphenoxy)propoxy]-4-oxo-8-propyl-2H-1-benzopyran-2,2-dipropanoate), ClC1=CC=C(OCCCOC2=C(C3=C(C(CC(O3)(CCC(=O)OCC)CCC(=O)OCC)=O)C=C2)CCC)C=C1 (diethyl 3,4-dihydro-7-[3-(4-chlorophenoxy)propoxy]-4-oxo-8-propyl-2H-1-benzopyran-2,2-dipropanoate). Yields the product C(CC)C1=C(OCCCOC2=C(C3=C(C(CC(O3)(CCC(=O)O)CCC(=O)O)=O)C=C2)CCC)C=CC=C1 (3,4-dihydro-7-[3-(2-propylphenoxy)propoxy]-4-oxo-8-propyl-2H-1-benzopyran-2,2-dipropanoic acid). As a reaction SMILES: [CH2:1]([C:4]1[CH:42]=[CH:41][CH:40]=[CH:39][C:5]=1[O:6][CH2:7][CH2:8][CH2:9][O:10][C:11]1[CH:35]=[CH:34][C:14]2[C:15](=[O:33])[CH2:16][C:17]([CH2:26][CH2:27][C:28]([O:30]CC)=[O:29])([CH2:19][CH2:20][C:21]([O:23]CC)=[O:22])[O:18][C:13]=2[C:12]=1[CH2:36][CH2:37][CH3:38])[CH2:2][CH3:3].ClC1C=CC(OCCCOC2C=CC3C(=O)CC(CCC(OCC)=O)(CCC(OCC)=O)OC=3C=2CCC)=CC=1>>[CH2:1]([C:4]1[CH:42]=[CH:41][CH:40]=[CH:39][C:5]=1[O:6][CH2:7][CH2:8][CH2:9][O:10][C:11]1[CH:35]=[CH:34][C:14]2[C:15](=[O:33])[CH2:16][C:17]([CH2:26][CH2:27][C:28]([OH:30])=[O:29])([CH2:19][CH2:20][C:21]([OH:23])=[O:22])[O:18][C:13]=2[C:12]=1[CH2:36][CH2:37][CH3:38])[CH2:2][CH3:3]. Procedure details: The title compound was prepared by the method of Example 22 substituting the title product of Example 40 (446 mg) for the title product of Example 21. Crystallization from ethyl acetate/hexane produced 252 mg as a solid, m.p. 163°-165° C.